Dataset: the Open Reaction Database (ORD), a public repository of structured organic reaction records. Task: describe an organic reaction: reactants, conditions, products, and yield Starting materials: N[C@@H]1CN(C[C@@H](C1)C)C1=C(C=NC=C1)NC(=O)C1=NC2=CC(=CC=C2C=C1NC(OCC1=CC=CC=C1)=O)N1CCOCC1 (benzyl {2-[({4-[(3S,5R)-3-amino-5-methylpiperidin-1-yl]pyridin-3-yl}amino)carbonyl]-7-morpholin-4-ylquinolin-3-yl}carbamate). Solvent: Br (HBr), CC(=O)O (AcOH). Reaction conditions: time 2 hour. The product is NC=1C(=NC2=CC(=CC=C2C1)N1CCOCC1)C(=O)NC=1C=NC=CC1N1C[C@H](C[C@H](C1)C)N (3-Amino-N-{4-[(3S,5R)-3-amino-5-methylpiperidin-1-yl]pyridin-3-yl}-7-morpholin-4-ylquinoline-2-carboxamide). As a reaction SMILES: [NH2:1][C@H:2]1[CH2:7][C@@H:6]([CH3:8])[CH2:5][N:4]([C:9]2[CH:14]=[CH:13][N:12]=[CH:11][C:10]=2[NH:15][C:16]([C:18]2[C:27]([NH:28]C(=O)OCC3C=CC=CC=3)=[CH:26][C:25]3[C:20](=[CH:21][C:22]([N:39]4[CH2:44][CH2:43][O:42][CH2:41][CH2:40]4)=[CH:23][CH:24]=3)[N:19]=2)=[O:17])[CH2:3]1>Br.CC(O)=O>[NH2:28][C:27]1[C:18]([C:16]([NH:15][C:10]2[CH:11]=[N:12][CH:13]=[CH:14][C:9]=2[N:4]2[CH2:5][C@H:6]([CH3:8])[CH2:7][C@H:2]([NH2:1])[CH2:3]2)=[O:17])=[N:19][C:20]2[C:25]([CH:26]=1)=[CH:24][CH:23]=[C:22]([N:39]1[CH2:40][CH2:41][O:42][CH2:43][CH2:44]1)[CH:21]=2. Procedure: A mixture of benzyl {2-[({4-[(3S,5R)-3-amino-5-methylpiperidin-1-yl]pyridin-3-yl}amino)carbonyl]-7-morpholin-4-ylquinolin-3-yl}carbamate (0.002 g, 0.003 mmol) in 2 mL of 4 M HBr in AcOH solution was stirred at room temperature for 2 h. The solution was then concentrated under reduced pressure and the residue was treated with 4.5 mL of MeOH and 0.5 mL of NH4OH solution. The mixture was filtered and the filtrate was purified by preparative HPLC (XBridge™ C18 column, eluting with a gradient of MeCN... Reaction conditions: time 16 hour. The solvent is CN(C=O)C (dimethylformamide). Reaction SMILES: [CH3:1][N:2]([CH3:6])[CH2:3][CH2:4][OH:5].[H-].[Na+].[H][H].[Cl:11][C:12]1[C:21]([C:22]2[CH:27]=[CH:26][C:25]([F:28])=[CH:24][CH:23]=2)=[CH:20][C:19]2[C:14](=[CH:15][CH:16]=[CH:17][CH:18]=2)[N:13]=1>CN(C)C=O>[ClH:11].[CH3:1][N:2]([CH3:6])[CH2:3][CH2:4][O:5][C:12]1[C:21]([C:22]2[CH:27]=[CH:26][C:25]([F:28])=[CH:24][CH:23]=2)=[CH:20][C:19]2[C:14](=[CH:15][CH:16]=[CH:17][CH:18]=2)[N:13]=1 |f:1.2,6.7|. The product is Cl.CN(CCOC1=NC2=CC=CC=C2C=C1C1=CC=C(C=C1)F)C (2-(2-dimethylaminoethoxy)-3-(4-fluorophenyl)quinoline hydrochloride). Reactants: ClC1=NC2=CC=CC=C2C=C1C1=CC=C(C=C1)F (2-chloro-3-(4-fluorophenyl)quinoline), CN(CCO)C (2-Dimethylaminoethanol), [H-].[Na+] (sodium hydride), ice water, [H][H] (hydrogen). Reported procedure: 2-Dimethylaminoethanol (1.07 g.) was added dropwise to a suspension of sodium hydride (0.56 g. of a 50% w/w dispersion in mineral oil) in dimethylformamide (25 ml.) at 0°-5°. When all the hydrogen had evolved, 2-chloro-3-(4-fluorophenyl)quinoline (2.69 g.) was added and the mixture was stirred at ambient temperature for 16 hr. The mixture was then poured into ice-water (500 ml.) and extracted with ethyl acetate (5×100 ml.). The ethyl acetate extract was washed successively with water (50 ml.) an... Reactants: C(C)OC1=C(N)C=CC(=C1)OC (2-Ethoxy-4-methoxyaniline), C(C)OC=C(C(=O)OCC)C(=O)OCC (diethyl ethoxymethylenemalonate). Product: C(C)OC=1C=C(C=C2C(C(=CNC12)C(=O)OCC)=O)OC (8-ethoxy-3-ethoxycarbonyl-6-methoxy-4(1H)-quinolone). The yield is 75.7%. Reaction SMILES: [CH2:1]([O:3][C:4]1[CH:10]=[C:9]([O:11][CH3:12])[CH:8]=[CH:7][C:5]=1[NH2:6])[CH3:2].C([O:15][CH:16]=[C:17]([C:23](OCC)=O)[C:18]([O:20][CH2:21][CH3:22])=[O:19])C>>[CH2:1]([O:3][C:4]1[CH:10]=[C:9]([O:11][CH3:12])[CH:8]=[C:7]2[C:5]=1[NH:6][CH:23]=[C:17]([C:18]([O:20][CH2:21][CH3:22])=[O:19])[C:16]2=[O:15])[CH3:2]. Procedure details: 2-Ethoxy-4-methoxyaniline (2.2 g) and diethyl ethoxymethylenemalonate (2.9 g) were reacted in the same manner as in Experimental Example 1 to give 8-ethoxy-3-ethoxycarbonyl-6-methoxy-4(1H)-quinolone (2.9 g). The compound (1.5 g) was N-ethylated with potassium carbonate (2.1 g) and ethyl iodide (4.0 g) in the same manner as in Experimental Example 9 to give 8-ethoxy-3-ethoxycarbonyl-1-ethyl-6-methoxy-4(1H)-quinolone (compound 78, 1.3 g). Starting materials: [OH-].[K+] (KOH), C(CC)=O (n-propanal), ClC1=C(C=O)C=CC(=C1)Cl (2,4-dichlorobenzaldehyde). The solvent is O (water), C1(=CC=CC=C1)C (toluene), C1(=CC=CC=C1)C (toluene). Run at temperature 0 celsius, time 8 hour. Product: ClC1=C(C=CC(=C1)Cl)C=C(C=O)C (3-(2,4-dichlorophenyl)-2-methylpropenal). Yield: 54.4%. Reaction SMILES: [Cl:1][C:2]1[CH:9]=[C:8]([Cl:10])[CH:7]=[CH:6][C:3]=1[CH:4]=O.[OH-].[K+].[CH:13](=[O:16])[CH2:14][CH3:15]>C1(C)C=CC=CC=1.O>[Cl:1][C:2]1[CH:9]=[C:8]([Cl:10])[CH:7]=[CH:6][C:3]=1[CH:4]=[C:14]([CH3:15])[CH:13]=[O:16] |f:1.2|. Procedure details: 2,4-dichlorobenzaldehyde (26.26 g, 0.15 mol) was dissolved in toluene (200 mL), and then KOH (8.4 g, 1 eq) in water (183 mL) was added followed by BnEt3NCl. The mixture was cooled to 0° C. and n-propanal (26.15 g, 0.45 mol, 3 eq) in toluene (50 mL) was added dropwise. The mixture was allowed to warm to room temperature and stirred overnight. The organic layer was separated and washed successively with water, brine, dried (MgSO4), and concentrated under reduced pressure. The resulting residue was...